This data is from the Open Reaction Database (ORD), a public repository of structured organic reaction records. The task is: describe an organic reaction: reactants, conditions, products, and yield The reactants are IC=1C=C2CCCN(C2=CC1)CC1(COC(OC1)(C)C)NC(OC(C)(C)C)=O (tert-Butyl 5-((6-iodo-3,4-dihydroquinolin-1(2H)-yl)methyl)-2,2-dimethyl-1,3-dioxan-5-ylcarbamate), IC=1C=C2CN(CC2=CC1)C(C1=CC=CC=C1)(C1=CC=CC=C1)C1=CC=CC=C1 (5-iodo-2-tritylisoindoline). Product: CC1(OCC(CO1)(CN1CCCC2=CC(=CC=C12)C#CCCCCCC)NC(OC(C)(C)C)=O)C (tert-Butyl 2,2-dimethyl-5-((6-(oct-1-ynyl)-3,4-dihydroquinolin-1(2H)-yl)methyl)-1,3-dioxan-5-ylcarbamate). The yield is 35.0%. Reaction SMILES: I[C:2]1[CH:3]=[C:4]2[C:9](=[CH:10][CH:11]=1)[N:8]([CH2:12][C:13]1([NH:21][C:22](=[O:28])[O:23][C:24]([CH3:27])([CH3:26])[CH3:25])[CH2:18][O:17][C:16]([CH3:20])([CH3:19])[O:15][CH2:14]1)[CH2:7][CH2:6][CH2:5]2.I[C:30]1[CH:31]=[C:32]2[C:36](=[CH:37][CH:38]=1)[CH2:35]N(C(C1C=CC=CC=1)(C1C=CC=CC=1)C1C=CC=CC=1)[CH2:33]2>>[CH3:19][C:16]1([CH3:20])[O:15][CH2:14][C:13]([NH:21][C:22](=[O:28])[O:23][C:24]([CH3:27])([CH3:26])[CH3:25])([CH2:12][N:8]2[C:9]3[C:4](=[CH:3][C:2]([C:33]#[C:32][CH2:31][CH2:30][CH2:38][CH2:37][CH2:36][CH3:35])=[CH:11][CH:10]=3)[CH2:5][CH2:6][CH2:7]2)[CH2:18][O:17]1. Reported procedure: When the product of Step B is substituted for 5-iodo-2-tritylisoindoline in Example 2, Step D, the identical process afforded the title compound in 35% yield, as a brownish foam. 1H-NMR (CDCl3) 0.88 (m, 3H); 1.41 (m, 8H); 1.50 (m, 2H); 1.87 (m, 2H); 2.34 (tr, 2H, J=7.0 Hz); 2.72 (tr, 2H, J=6.3 Hz); 3.26-3.32 (m, 2H); 3.69 (5, 2H); 3.9 (s, 3H); 4.65 (s, 1H); 6.68 (d, 1H, J=8.7 Hz); 6.98 (s, 1H); 7.04 (d, 1H, J=8.7 Hz).